From a dataset of the Open Reaction Database (ORD), a public repository of structured organic reaction records. describe an organic reaction: reactants, conditions, products, and yield The reactants are C([O-])([O-])=O.[K+].[K+] (potassium carbonate), CS(=O)(=O)O.COC=1C=C(C(=O)N2CC(CC2)(C2=CC(=C(C=C2)Cl)Cl)CCN2CCC(CC2)C(=O)C2=NC3=C(N2)C=CC=C3)C=C(C1OC)OC (1-(3,4,5-trimethoxy-benzoyl)-3-[2-[4-[1 H-benzoimidazole-2-carbonyl]-piperidin-1-yl]-ethyl]-3-(3,4-dichloro-phenyl)-pyrrolidine methanesulfonate salt), Cl.ClCC1=NC=CC=C1 (2-(chloromethyl)pyridine hydrochloride). The solvent is CC(=O)C (acetone), O (water). Conditions: time 24 hour. The product is ClCCl.CO.[OH-].[NH4+] (dichloromethane methanol ammonium hydroxide), COC=1C=C(C(=O)N2CC(CC2)(C2=CC(=C(C=C2)Cl)Cl)CCN2CCC(CC2)C(=O)C2=NC3=C(N2CC2=NC=CC=C2)C=CC=C3)C=C(C1OC)OC (1-(3,4,5-Trimethoxy-benzoyl)-3-[2-[4-[1-(pyrid-2-ylmethyl)-1 H-benzoimidazole-2-carbonyl]-piperidin-1-yl]-ethyl]-3-(3,4-dichloro-phenyl)-pyrrolidine). As a reaction SMILES: CS(O)(=O)=[O:3].[CH3:6][O:7][C:8]1[CH:9]=[C:10]([CH:45]=[C:46]([O:50][CH3:51])[C:47]=1[O:48][CH3:49])[C:11]([N:13]1[CH2:17][CH2:16][C:15]([CH2:26][CH2:27][N:28]2[CH2:33][CH2:32][CH:31]([C:34]([C:36]3[NH:40][C:39]4[CH:41]=[CH:42][CH:43]=[CH:44][C:38]=4[N:37]=3)=[O:35])[CH2:30][CH2:29]2)([C:18]2[CH:23]=[CH:22][C:21]([Cl:24])=[C:20]([Cl:25])[CH:19]=2)[CH2:14]1)=[O:12].Cl.[Cl:53][CH2:54][C:55]1[CH:60]=[CH:59][CH:58]=[CH:57][N:56]=1.C(=O)([O-])[O-].[K+].[K+]>CC(C)=O.O>[Cl:53][CH2:20][Cl:25].[CH3:6][OH:7].[OH-:3].[NH4+:13].[CH3:6][O:7][C:8]1[CH:9]=[C:10]([CH:45]=[C:46]([O:50][CH3:51])[C:47]=1[O:48][CH3:49])[C:11]([N:13]1[CH2:17][CH2:16][C:15]([CH2:26][CH2:27][N:28]2[CH2:29][CH2:30][CH:31]([C:34]([C:36]3[N:37]([CH2:54][C:55]4[CH:60]=[CH:59][CH:58]=[CH:57][N:56]=4)[C:38]4[CH:44]=[CH:43][CH:42]=[CH:41][C:39]=4[N:40]=3)=[O:35])[CH2:32][CH2:33]2)([C:18]2[CH:23]=[CH:22][C:21]([Cl:24])=[C:20]([Cl:25])[CH:19]=2)[CH2:14]1)=[O:12] |f:0.1,2.3,4.5.6,9.10.11.12|. Procedure details: Combine 1-(3,4,5-trimethoxy-benzoyl)-3-[2-[4-[1 H-benzoimidazole-2-carbonyl]-piperidin-1-yl]-ethyl]-3-(3,4-dichloro-phenyl)-pyrrolidine methanesulfonate salt (0.60 g, 0.70 mmol) and 2-(chloromethyl)pyridine hydrochloride (0.46 g, 2.8 mmol), and potassium carbonate (1.14 g, 8.25 mmol) in acetone (12 mL) and water (4 mL). Heat to reflux. After 24 hours, cool to ambient temperature and concentrate the reaction mixture in vacuo and dilute with ethyl acetate. Extract with water, saturated aqueous sod... Reactants: CNc1ccc(N2CCC(C(F)(F)F)CC2)cc1[N+](=O)[O-], CO. Product: CNc1ccc(N2CCC(C(F)(F)F)CC2)cc1N. As a reaction SMILES: [CH3:1][NH:2][c:3]1[c:4]([N+:19]([O-:20])=[O:21])[cH:5][c:6]([N:9]2[CH2:10][CH2:11][CH:12]([C:15]([F:16])([F:17])[F:18])[CH2:13][CH2:14]2)[cH:7][cH:8]1.[CH3:22][OH:23]>>[CH3:1][NH:2][c:3]1[c:4]([NH2:19])[cH:5][c:6]([N:9]2[CH2:10][CH2:11][CH:12]([C:15]([F:16])([F:17])[F:18])[CH2:13][CH2:14]2)[cH:7][cH:8]1. Starting materials: CC1=C(C(=O)OCCC#N)C(c2cccc(Cl)c2)C(C(=O)N2CCN(C(=O)OC(C)(C)C)CC2)=C(C)N1, CO, Cl, [Na+], [OH-]. Yields the product CC1=C(C(=O)O)C(c2cccc(Cl)c2)C(C(=O)N2CCN(C(=O)OC(C)(C)C)CC2)=C(C)N1. RXN SMILES: [C:3]([CH3:4])([CH3:5])([CH3:6])[O:7][C:8](=[O:9])[N:10]1[CH2:11][CH2:12][N:13]([C:16](=[O:17])[C:18]2=[C:19]([CH3:39])[NH:20][C:21]([CH3:38])=[C:22]([C:31](=[O:32])[O:33][CH2:34][CH2:35][C:36]#[N:37])[CH:23]2[c:24]2[cH:25][c:26]([Cl:30])[cH:27][cH:28][cH:29]2)[CH2:14][CH2:15]1.[CH3:41][OH:42].[ClH:40].[Na+:2].[OH-:1]>>[C:3]([CH3:4])([CH3:5])([CH3:6])[O:7][C:8](=[O:9])[N:10]1[CH2:11][CH2:12][N:13]([C:16](=[O:17])[C:18]2=[C:19]([CH3:39])[NH:20][C:21]([CH3:38])=[C:22]([C:31](=[O:32])[OH:33])[CH:23]2[c:24]2[cH:25][c:26]([Cl:30])[cH:27][cH:28][cH:29]2)[CH2:14][CH2:15]1. Reaction SMILES: [CH3:23][C:24](=[O:25])[O-:26].[CH3:27][CH2:28][OH:29].[Cl:1][c:2]1[n:3][c:4]([NH2:9])[n:5][c:6]([CH3:8])[n:7]1.[F:10][c:11]1[n:12][cH:13][c:14]([O:20][CH3:21])[cH:15][c:16]1[B:17]([OH:18])[OH:19].[K+:22].[OH2:30]>>[c:2]1(-[c:16]2[c:11]([F:10])[n:12][cH:13][c:14]([O:20][CH3:21])[cH:15]2)[n:3][c:4]([NH2:9])[n:5][c:6]([CH3:8])[n:7]1. Product: COc1cnc(F)c(-c2nc(C)nc(N)n2)c1. The reactants are CC(=O)[O-], CCO, Cc1nc(N)nc(Cl)n1, COc1cnc(F)c(B(O)O)c1, [K+], O. Reactants: C(#N)[BH3-].[Na+] (sodium cyanoborohydride), C(C1=CC=CC=C1)=O (benzaldehyde), N[C@@H](CC1=CC=CC=C1)CO (L-Phenylalaninol), C(C)(=O)O (acetic acid). Solvent: CO (methanol), CO (methanol), CO (methanol), CO (methanol). Run at temperature 15 celsius, time 18 hour. Product: C(C1=CC=CC=C1)N[C@@H](CC1=CC=CC=C1)CO (N-benzyl-L-phenylalaninol). The yield is 80.5%. As a reaction SMILES: [NH2:1][C@H:2]([CH2:10][OH:11])[CH2:3][C:4]1[CH:9]=[CH:8][CH:7]=[CH:6][CH:5]=1.C(O)(=O)C.[CH:16](=O)[C:17]1[CH:22]=[CH:21][CH:20]=[CH:19][CH:18]=1.C([BH3-])#N.[Na+]>CO>[CH2:16]([NH:1][C@H:2]([CH2:10][OH:11])[CH2:3][C:4]1[CH:5]=[CH:6][CH:7]=[CH:8][CH:9]=1)[C:17]1[CH:22]=[CH:21][CH:20]=[CH:19][CH:18]=1 |f:3.4|. Procedure: L-Phenylalaninol (89.51 g, 0.592 moles) was dissolved in 375 mL of methanol under inert atmosphere, 35.52 g (0.592 moles) of glacial acetic acid and 50 mL of methanol was added followed by a solution of 62.83 g (0.592 moles) of benzaldehyde in 100 mL of methanol. The mixture was cooled to approximately 15° C. and a solution of 134.6 g (2.14 moles) of sodium cyanoborohydride in 700 mL of methanol was added in approximately 40 minutes, keeping the temperature between 15° C. and 25° C. The mixture ... Reactants: [Br-], CCCCC[P+](c1ccccc1)(c1ccccc1)c1ccccc1, CC1(C2(C=O)CC2)OCCO1. The product is CCCCC=CC1(C2(C)OCCO2)CC1. Reaction SMILES: [Br-:1].[CH2:2]([CH2:3][CH2:4][CH2:5][CH3:6])[P+:7]([c:8]1[cH:9][cH:10][cH:11][cH:12][cH:13]1)([c:14]1[cH:15][cH:16][cH:17][cH:18][cH:19]1)[c:20]1[cH:21][cH:22][cH:23][cH:24][cH:25]1.[CH3:26][C:27]1([C:32]2([CH:35]=[O:36])[CH2:33][CH2:34]2)[O:28][CH2:29][CH2:30][O:31]1>>[CH:2]([CH2:3][CH2:4][CH2:5][CH3:6])=[CH:35][C:32]1([C:27]2([CH3:26])[O:28][CH2:29][CH2:30][O:31]2)[CH2:33][CH2:34]1. Isolated yield 45.0%. The reactants are Cl.C(C)(C)(C)NN (t-butylhydrazine hydrochloride), C(C)(=O)C(C(=O)OCC)=C=CN(C)C (ethyl 2-acetyl-3-(dimethylaminomethylene)acrylate), C(C)O (ethanol). Product: C(C)(C)(C)N1N=C(C=C1C)C(=O)OCC (ethyl 1-tert-butyl-5-methyl-1H-pyrazole-3-carboxylate). Solvent: CCOCC (ether). Procedure: In ethanol (5 mL) was placed the t-butylhydrazine hydrochloride (0.79 g, 6.3 mmol) and ethyl 2-acetyl-3-(dimethylaminomethylene)acrylate (1.0 g, 6.3 mmol). The mixture was refluxed for 8 hours. The mix was evaporated at reduced pressure to give an oil. The oil was dissolved in ether (25 mL) and washed successively with water (25 mL), saturated sodium bicarbonate (25 mL) and brine (25 mL) was dried (Na2SO4), concentrated in vacuo and purified by silica gel column chromatography (EtOAc/hexanes) to... As a reaction SMILES: Cl.[C:2]([NH:6][NH2:7])([CH3:5])([CH3:4])[CH3:3].C([C:11](=[C:17]=[CH:18]N(C)C)[C:12]([O:14][CH2:15][CH3:16])=[O:13])(=O)C.[CH2:22](O)C>CCOCC>[C:2]([N:6]1[C:18]([CH3:22])=[CH:17][C:11]([C:12]([O:14][CH2:15][CH3:16])=[O:13])=[N:7]1)([CH3:5])([CH3:4])[CH3:3] |f:0.1|. RXN SMILES: [BH4-:22].[CH3:24][OH:25].[Cl:1][c:2]1[cH:3][c:4]([O:5][CH:6]([C:7](=[O:8])[O:9][CH3:10])[c:11]2[cH:12][cH:13][cH:14][cH:15][cH:16]2)[cH:17][cH:18][c:19]1[CH:20]=[O:21].[Na+:23]>>[Cl:1][c:2]1[cH:3][c:4]([O:5][CH:6]([C:7](=[O:8])[O:9][CH3:10])[c:11]2[cH:12][cH:13][cH:14][cH:15][cH:16]2)[cH:17][cH:18][c:19]1[CH2:20][OH:21]. Yields the product COC(=O)C(Oc1ccc(CO)c(Cl)c1)c1ccccc1. Reactants: [BH4-], CO, COC(=O)C(Oc1ccc(C=O)c(Cl)c1)c1ccccc1, [Na+].